From a dataset of the Open Reaction Database (ORD), a public repository of structured organic reaction records. describe an organic reaction: reactants, conditions, products, and yield The reactants are IC=1C=C(C=CC1)C1=CC=C(O1)C=O (5-(3-Iodophenyl)furan-2-carbaldehyde), C(C)OC(CN1C(NCC1=O)=S)=O (ethyl-2-(5-oxo-2-thioxoimidazolidin-1-yl)acetate), N1CCCCC1 (piperidine). The solvent is ClCCl (dichloromethane). Run at temperature 25 celsius, time 8 hour. Yields the product C(C)OC(CN1C(N\C(\C1=O)=C/C=1OC(=CC1)C1=CC(=CC=C1)I)=S)=O ((Z)-ethyl-2-(4-((5-(3-iodophenyl)furan-2-yl)methylene)-5-oxo-2-thioxoimidazolidin-1-yl)acetate). Isolated yield 43.6%. RXN SMILES: [I:1][C:2]1[CH:3]=[C:4]([C:8]2[O:12][C:11]([CH:13]=O)=[CH:10][CH:9]=2)[CH:5]=[CH:6][CH:7]=1.[CH2:15]([O:17][C:18](=[O:27])[CH2:19][N:20]1[C:24](=[O:25])[CH2:23][NH:22][C:21]1=[S:26])[CH3:16].N1CCCCC1>ClCCl>[CH2:15]([O:17][C:18](=[O:27])[CH2:19][N:20]1[C:24](=[O:25])/[C:23](=[CH:13]/[C:11]2[O:12][C:8]([C:4]3[CH:5]=[CH:6][CH:7]=[C:2]([I:1])[CH:3]=3)=[CH:9][CH:10]=2)/[NH:22][C:21]1=[S:26])[CH3:16]. Reported procedure: 5-(3-Iodophenyl)furan-2-carbaldehyde (30 mg, 0.1 mmol) synthesized by the same method as in Example 1 and ethyl-2-(5-oxo-2-thioxoimidazolidin-1-yl)acetate (20 mg, 0.1 mmol) were dissolved in dichloromethane (7 mL), piperidine (20 μL) was added thereto, and the mixture was stirred at room temperature (25° C.) overnight. After the reaction was completed the solvent was removed by evaporation under reduced pressure, and the residue was subjected to silica gel column chromatography using ethyl aceta... Starting materials: ClC=1C(=NC=C(C(=O)O)C1)N (5-chloro-6-amino-nicotinic acid), S(=O)(Cl)Cl (thionyl chloride). Product: ClC=1C(=NC=C(C(=O)Cl)C1)N (5-chloro-6-amino-nicotinoyl chloride). RXN SMILES: [Cl:1][C:2]1[C:3]([NH2:11])=[N:4][CH:5]=[C:6]([CH:10]=1)[C:7](O)=[O:8].S(Cl)([Cl:14])=O>>[Cl:1][C:2]1[C:3]([NH2:11])=[N:4][CH:5]=[C:6]([CH:10]=1)[C:7]([Cl:14])=[O:8]. Procedure: 6.3 g (36 mmol) of 5-chloro-6-amino-nicotinic acid are heated under reflux in 60 ml of thionyl chloride for 4 hours. After the volatile constituents have been distilled off, 50 ml of toluene are added to the residue and the mixture is evaporated. 6.9 g of 5-chloro-6-amino-nicotinoyl chloride are obtained as crystals of melting point: >250° C. Reactants: COC=1C=C(C=O)C=C(C1OC)OC (3,4,5-trimethoxybenzaldehyde). The reagents and catalysts are [Pd] (palladium on activated carbon). Run in C(C)(=O)O (acetic acid). Product: COC=1C=C(C=C(C1OC)OC)C (3,4,5-trimethoxytoluene). As a reaction SMILES: [CH3:1][O:2][C:3]1[CH:4]=[C:5]([CH:8]=[C:9]([O:13][CH3:14])[C:10]=1[O:11][CH3:12])[CH:6]=O>C(O)(=O)C.[Pd]>[CH3:14][O:13][C:9]1[CH:8]=[C:5]([CH3:6])[CH:4]=[C:3]([O:2][CH3:1])[C:10]=1[O:11][CH3:12]. Procedure details: Synthesis, Volume 8 (1993), page 799 discloses hydrogenating 3,4,5-trimethoxybenzaldehyde, dissolved in acetic acid, in the presence of 10% palladium on activated carbon to give 3,4,5-trimethoxytoluene.